This data is from the Open Reaction Database (ORD), a public repository of structured organic reaction records. The task is: describe an organic reaction: reactants, conditions, products, and yield Run in ClCCl (dichloromethane). Product: C(C1=CC=CC=C1)OC1=CC(=C(C[C@H]2C(N(CC2)N2CCOCC2)=O)C(=C1)Cl)Cl ((R)-3-(4-Benzyloxy-2,6-dichloro-benzyl)-1-morpholin-4-yl-pyrrolidin-2-one). Starting materials: ClC(C)Cl (dichloroethane), NN1CCOCC1 (N-aminomorpholine), C(C1=CC=CC=C1)[C@H]1N(C(OC1)=O)C([C@@H](CC=O)CC1=C(C=C(C=C1Cl)OCC1=CC=CC=C1)Cl)=O ((R)-4-((R)-4-benzyl-2-oxo-oxazolidin-3-yl)-3-(4-benzyloxy-2,6-dichloro-benzyl)-4-oxo-butyraldehyde), C(C)(=O)O[BH-](OC(C)=O)OC(C)=O.[Na+] (sodium triacetoxyborohydride). The yield is 8.0%. Reaction SMILES: ClC(Cl)C.[NH2:5][N:6]1[CH2:11][CH2:10][O:9][CH2:8][CH2:7]1.C([C@@H]1COC(=O)N1[C:25](=[O:47])[C@H:26]([CH2:30][C:31]1[C:36]([Cl:37])=[CH:35][C:34]([O:38][CH2:39][C:40]2[CH:45]=[CH:44][CH:43]=[CH:42][CH:41]=2)=[CH:33][C:32]=1[Cl:46])[CH2:27][CH:28]=O)C1C=CC=CC=1.C(O[BH-](OC(=O)C)OC(=O)C)(=O)C.[Na+]>ClCCl>[CH2:39]([O:38][C:34]1[CH:33]=[C:32]([Cl:46])[C:31]([CH2:30][C@@H:26]2[CH2:27][CH2:28][N:5]([N:6]3[CH2:11][CH2:10][O:9][CH2:8][CH2:7]3)[C:25]2=[O:47])=[C:36]([Cl:37])[CH:35]=1)[C:40]1[CH:41]=[CH:42][CH:43]=[CH:44][CH:45]=1 |f:3.4|. Procedure: Stir a mixture of dichloroethane (25 mL), N-aminomorpholine (0.204 g, 2 mmol), (R)-4-((R)-4-benzyl-2-oxo-oxazolidin-3-yl)-3-(4-benzyloxy-2,6-dichloro-benzyl)-4-oxo-butyraldehyde (1.064 g, 2 mmol) and sodium triacetoxyborohydride (1.266 g, 6 mmol) at room temperature for 12 hours. Bring the reaction to 60° C. and stir for 3 hours. Cool the reaction, dilute with dichloromethane, and wash with water. Dry the organic layer (Na2SO4), remove the solvent in vacuo to afford crude product, and purify on ... Starting materials: 2D, [Si](C)(C)(C(C)(C)C)OCCC1=C(C=C(C=C1)B(O)O)CC (4-(2-(tert-butyldimethylsilyloxy)ethyl)-3-ethylphenylboronic acid), NC=1C=C(C(=O)N)C=CC1 (3-aminobenzamide), O.C(C=O)(=O)O (glyoxylic acid monohydrate). Product: C(N)(=O)C=1C=C(C=CC1)NC(C(=O)O)C1=CC(=C(C=C1)CCO)CC (2-(3-carbamoylphenylamino)-2-(3-ethyl-4-(2-hydroxyethyl)phenyl)acetic acid). The yield is 88.0%. RXN SMILES: [Si]([O:8][CH2:9][CH2:10][C:11]1[CH:16]=[CH:15][C:14](B(O)O)=[CH:13][C:12]=1[CH2:20][CH3:21])(C(C)(C)C)(C)C.[NH2:22][C:23]1[CH:24]=[C:25]([CH:29]=[CH:30][CH:31]=1)[C:26]([NH2:28])=[O:27].O.[C:33]([OH:37])(=[O:36])[CH:34]=O>>[C:26]([C:25]1[CH:24]=[C:23]([NH:22][CH:34]([C:14]2[CH:15]=[CH:16][C:11]([CH2:10][CH2:9][OH:8])=[C:12]([CH2:20][CH3:21])[CH:13]=2)[C:33]([OH:37])=[O:36])[CH:31]=[CH:30][CH:29]=1)(=[O:27])[NH2:28] |f:2.3|. Procedure: Using a procedure analogous to that used to prepare 2D, 46B (1.4 g, 4.1 mmol) was reacted with 3-aminobenzamide and glyoxylic acid monohydrate to afford 46C (1.25 g, 88%) as a yellow solid. MS (ESI) m/z 343.3 (M+H)+. Solvent: C1CCOC1 (THF). RXN SMILES: [O:1]1[CH2:6][CH2:5][CH:4]([CH2:7][C:8]([O:10][CH3:11])=[O:9])[CH2:3][CH2:2]1.[Li+].CC([N-]C(C)C)C.C[Si](Cl)(C)C.[Br:25]N1C(=O)CCC1=O>C1COCC1>[Br:25][CH:7]([CH:4]1[CH2:5][CH2:6][O:1][CH2:2][CH2:3]1)[C:8]([O:10][CH3:11])=[O:9] |f:1.2|. The product is BrC(C(=O)OC)C1CCOCC1 (Methyl 2-bromo-2-(tetrahydro-2H-pyran-4-yl)acetate). The reactants are BrN1C(CCC1=O)=O (N-bromosuccinimide), O1CCC(CC1)CC(=O)OC (methyl 2-(tetrahydro-2H-pyran-4-yl)acetate), C[Si](C)(C)Cl (TMSCl), [Li+].CC(C)[N-]C(C)C (LDA). Run at temperature -78 celsius, time 45 minute. Procedure details: To a dry 250 mL round-bottomed flask was added 2.20 g of methyl 2-(tetrahydro-2H-pyran-4-yl)acetate (0.014 mol) and 100 mL of dry THF. This solution was cooled to −78° C. and LDA (2.0 M in THF/heptane/ethyl benzene, 10.4 mL, 0.021 mol) was added. The resulting brown solution was stirred at −78° C. for 45 min. TMSCl (3.22 g, 3.5 mL, 0.028 mol) was then added at −78° C., and the reaction mixture was then warmed to room temperature. After being re-cooled to −78° C., N-bromosuccinimide (4.94 g, 0.02...